From a dataset of the Open Reaction Database (ORD), a public repository of structured organic reaction records. describe an organic reaction: reactants, conditions, products, and yield The reactants are Cl (HCl), ClC=1N=C(C2=C(N1)C(=C(S2)CN2CCNCC2)C)N2CCOCC2 (2-chloro-7-methyl-4-morpholino-6-((piperazin-1-yl)methyl)thieno[3,2-d]pyrimidine), C(C(O)C)(=O)O (lactic acid). The product is ClC=1N=C(C2=C(N1)C(=C(S2)CN2CCN(CC2)C([C@H](C)O)=O)C)N2CCOCC2 ((S)-1-(4-((2-chloro-7-methyl-4-morpholinothieno[3,2-d]pyrimidin-6-yl)methyl)piperazin-1-yl)-2-hydroxypropan-1-one). Reaction SMILES: Cl.[Cl:2][C:3]1[N:4]=[C:5]([N:20]2[CH2:25][CH2:24][O:23][CH2:22][CH2:21]2)[C:6]2[S:11][C:10]([CH2:12][N:13]3[CH2:18][CH2:17][NH:16][CH2:15][CH2:14]3)=[C:9]([CH3:19])[C:7]=2[N:8]=1.[C:26](O)(=[O:30])[CH:27]([CH3:29])[OH:28]>>[Cl:2][C:3]1[N:4]=[C:5]([N:20]2[CH2:25][CH2:24][O:23][CH2:22][CH2:21]2)[C:6]2[S:11][C:10]([CH2:12][N:13]3[CH2:18][CH2:17][N:16]([C:26](=[O:30])[C@@H:27]([OH:28])[CH3:29])[CH2:15][CH2:14]3)=[C:9]([CH3:19])[C:7]=2[N:8]=1. Reported procedure: Tert-butyl 4-((2-chloro-7-methyl-4-morpholinothieno[3,2-d]pyrimidin-6-yl)methyl)piperazine-1-carboxylate (777 mg) was subjected to General Procedure E to give the HCl salt of 2-chloro-7-methyl-4-morpholino-6-((piperazin-1-yl)methyl)thieno[3,2-d]pyrimidine. The HCl salt of 2-chloro-7-methyl-4-morpholino-6-((piperazin-1-yl)methyl)thieno[3,2-d]pyrimidine (590 mg) was reacted with lactic acid via General Procedure B-2 to give (S)-1-(4-((2-chloro-7-methyl-4-morpholinothieno[3,2-d]pyrimidin-6-yl)methy... Starting materials: C[Si](C)(C)CCOCn1cc(C#N)nc1C(=O)O, C[Si](C)(C)CCOCn1cc(C#N)nc1C(=O)[O-], CC(C)(C)NS(=O)(=O)CCc1ccc(N)c(C2=CCCCC2)c1, ClCCl, [K+], O, O=S(Cl)Cl, c1ccncc1. Product: CC(C)(C)NS(=O)(=O)CCc1ccc(NC(=O)c2nc(C#N)cn2COCC[Si](C)(C)C)c(C2=CCCCC2)c1. As a reaction SMILES: [C:1](#[N:2])[c:3]1[n:4][c:5]([C:16](=[O:17])[OH:18])[n:6]([CH2:8][O:9][CH2:10][CH2:11][Si:12]([CH3:13])([CH3:14])[CH3:15])[cH:7]1.[C:20]([c:21]1[n:22][c:23]([C:24]([O-:25])=[O:26])[n:27]([CH2:28][O:29][CH2:30][CH2:31][Si:32]([CH3:33])([CH3:34])[CH3:35])[cH:36]1)#[N:37].[C:48]([CH3:49])([CH3:50])([CH3:51])[NH:52][S:53](=[O:54])(=[O:55])[CH2:56][CH2:57][c:58]1[cH:59][c:60]([C:65]2=[CH:66][CH2:67][CH2:68][CH2:69][CH2:70]2)[c:61]([NH2:64])[cH:62][cH:63]1.[Cl:71][CH2:72][Cl:73].[K+:19].[OH2:74].[S:44]([Cl:45])([Cl:46])=[O:47].[cH:38]1[cH:39][cH:40][n:41][cH:42][cH:43]1>>[C:1](#[N:2])[c:3]1[n:4][c:5]([C:16](=[O:18])[NH:64][c:61]2[c:60]([C:65]3=[CH:66][CH2:67][CH2:68][CH2:69][CH2:70]3)[cH:59][c:58]([CH2:57][CH2:56][S:53]([NH:52][C:48]([CH3:49])([CH3:50])[CH3:51])(=[O:54])=[O:55])[cH:63][cH:62]2)[n:6]([CH2:8][O:9][CH2:10][CH2:11][Si:12]([CH3:13])([CH3:14])[CH3:15])[cH:7]1. The reactants are C(CC)OC(NCCCN(C)C)=O (N-(3-dimethylaminopropyl)-carbamic acid propylester), S(O)(O)(=O)=O (sulfuric acid). Solvent: CCOCC (ether). Reaction conditions: time 2 hour. Yields the product C(CC)OC(NCCC[NH+](C)C)=O.S(=O)(=O)(O)[O-] (N-(3-dimethylammoniopropyl)-carbamic acid propylester hydrogen sulfate). Reaction SMILES: [CH2:1]([O:4][C:5](=[O:13])[NH:6][CH2:7][CH2:8][CH2:9][N:10]([CH3:12])[CH3:11])[CH2:2][CH3:3].[S:14](=[O:18])(=[O:17])([OH:16])[OH:15]>CCOCC>[CH2:1]([O:4][C:5](=[O:13])[NH:6][CH2:7][CH2:8][CH2:9][NH+:10]([CH3:11])[CH3:12])[CH2:2][CH3:3].[S:14]([O-:18])([OH:17])(=[O:16])=[O:15] |f:3.4|. Reported procedure: 11.0 g (0.0585 mole) of N-(3-dimethylaminopropyl)-carbamic acid propylester are dissolved in 200 ml of ether. While stirring and cooling, 3.2 ml (0.06 mole) of concentrated sulfuric acid are added in drops. Agitation is continued for 2 hours at room temperature, the ether is decanted, the oil is washed with ether and dried in vacuum. One obtains 15.0 g (89.7% of the theory) of the Mp. 44°-50° C. Starting materials: C(C1=CC=CC=C1)C1NCCC2=CC(=C(C=C12)OC)OC (1-benzyl-6,7-dimethoxy-1,2,3,4-tetrahydro-isoquinoline), BrCC(=O)Br (2-bromoacetyl bromide), C1(CCCC2=CC=CC=C12)N (1,2,3,4-tetrahydro-1-naphthylamine). Product: C(C1=CC=CC=C1)C1N(CCC2=CC(=C(C=C12)OC)OC)CC(=O)NC1CCCC2=CC=CC=C12 (2-(1-Benzyl-6,7-dimethoxy-3,4-dihydro-1H-isoquinolin-2-yl)-N-(1,2,3,4-tetrahydronaphthalen-1-yl)-acetamide). As a reaction SMILES: [CH2:1]([CH:8]1[C:17]2[C:12](=[CH:13][C:14]([O:20][CH3:21])=[C:15]([O:18][CH3:19])[CH:16]=2)[CH2:11][CH2:10][NH:9]1)[C:2]1[CH:7]=[CH:6][CH:5]=[CH:4][CH:3]=1.Br[CH2:23][C:24](Br)=[O:25].[CH:27]1([NH2:37])[C:36]2[C:31](=[CH:32][CH:33]=[CH:34][CH:35]=2)[CH2:30][CH2:29][CH2:28]1>>[CH2:1]([CH:8]1[C:17]2[C:12](=[CH:13][C:14]([O:20][CH3:21])=[C:15]([O:18][CH3:19])[CH:16]=2)[CH2:11][CH2:10][N:9]1[CH2:23][C:24]([NH:37][CH:27]1[C:36]2[C:31](=[CH:32][CH:33]=[CH:34][CH:35]=2)[CH2:30][CH2:29][CH2:28]1)=[O:25])[C:2]1[CH:3]=[CH:4][CH:5]=[CH:6][CH:7]=1. Procedure details: prepared by reaction of 1-benzyl-6,7-dimethoxy-1,2,3,4-tetrahydro-isoquinoline and 2-bromoacetyl bromide with 1,2,3,4-tetrahydro-1-naphthylamine The reactants are Nc1cc(Cl)ccc1CN1CCOCC1, O=C1CCCCN1, O=P(Cl)(Cl)Cl, c1ccccc1. The product is Clc1ccc(CN2CCOCC2)c(N=C2CCCCN2)c1. RXN SMILES: [NH2:8][c:9]1[c:10]([CH2:11][N:12]2[CH2:13][CH2:14][O:15][CH2:16][CH2:17]2)[cH:18][cH:19][c:20]([Cl:22])[cH:21]1.[NH:1]1[C:2](=[O:7])[CH2:3][CH2:4][CH2:5][CH2:6]1.[P:23]([Cl:24])([Cl:25])([Cl:26])=[O:27].[cH:28]1[cH:29][cH:30][cH:31][cH:32][cH:33]1>>[NH:1]1[C:2](=[N:8][c:9]2[c:10]([CH2:11][N:12]3[CH2:13][CH2:14][O:15][CH2:16][CH2:17]3)[cH:18][cH:19][c:20]([Cl:22])[cH:21]2)[CH2:3][CH2:4][CH2:5][CH2:6]1. RXN SMILES: [CH2:1]([c:2]1[cH:3][cH:4][cH:5][cH:6][cH:7]1)[O:8][c:9]1[c:10]([O:30][CH3:31])[cH:11][c:12]([CH2:15][CH2:16][O:17][CH:18]2[CH:19]([N:24]3[CH2:25][CH:26]([OH:29])[CH2:27][CH2:28]3)[CH2:20][CH2:21][CH2:22][CH2:23]2)[cH:13][cH:14]1.[CH3:32][CH2:33][O:34][C:35](=[O:36])[CH3:37].[CH3:38][OH:39].[OH2:40]>>[OH:8][c:9]1[c:10]([O:30][CH3:31])[cH:11][c:12]([CH2:15][CH2:16][O:17][CH:18]2[CH:19]([N:24]3[CH2:25][CH:26]([OH:29])[CH2:27][CH2:28]3)[CH2:20][CH2:21][CH2:22][CH2:23]2)[cH:13][cH:14]1. Starting materials: COc1cc(CCOC2CCCCC2N2CCC(O)C2)ccc1OCc1ccccc1, CCOC(C)=O, CO, O. Yields the product COc1cc(CCOC2CCCCC2N2CCC(O)C2)ccc1O.